From a dataset of the Open Reaction Database (ORD), a public repository of structured organic reaction records. describe an organic reaction: reactants, conditions, products, and yield Reported procedure: The title compound was prepared using procedures described in EXAMPLE 7, Step 5 to 8 from ethyl (3-azido-1,2,3,4-tetrahydro-9H-carbazol-9-yl)acetate (J. Med. Chem., 2005, 48, 897) and prop-2-yn-1-ylbenzene. The resulting racemic acid was resolved by HPLC using a 4.6×250 mm Chiralcel OD column eluting with 40% MeOH, 30% iPrOH, 29.75% Hexanes and 0.25% Et3N at 1 mL/min and 254 nm (retention times=8.9 and 18.3 min) to afford EXAMPLE 9.1 and 9.2 respectively. 1H NMR of EXAMPLE 9.1: 1H NMR (400 MHz, ... Product: C(C1=CC=CC=C1)C1=CN=NN1C1CCC=2N(C3=CC=CC=C3C2C1)CC(=O)O ([3-(5-Benzyl-[1,2,3]triazol-1-yl)-1,2,3,4-tetrahydro-carbazol-9-yl]-acetic acid). Reactants: N(=[N+]=[N-])C1CCC=2N(C3=CC=CC=C3C2C1)CC(=O)OCC (ethyl (3-azido-1,2,3,4-tetrahydro-9H-carbazol-9-yl)acetate), C(C#C)C1=CC=CC=C1 (prop-2-yn-1-ylbenzene), C(C(C(=O)O)O)(C(=O)O)O (racemic acid). Reaction SMILES: [N:1]([CH:4]1[CH2:16][C:15]2[C:14]3[C:9](=[CH:10][CH:11]=[CH:12][CH:13]=3)[N:8]([CH2:17][C:18]([O:20]CC)=[O:19])[C:7]=2[CH2:6][CH2:5]1)=[N+:2]=[N-:3].[CH2:23]([C:26]1[CH:31]=[CH:30][CH:29]=[CH:28][CH:27]=1)[C:24]#[CH:25].C(O)(C(O)=O)C(O)C(O)=O>>[CH2:23]([C:24]1[N:1]([CH:4]2[CH2:16][C:15]3[C:14]4[C:9](=[CH:10][CH:11]=[CH:12][CH:13]=4)[N:8]([CH2:17][C:18]([OH:20])=[O:19])[C:7]=3[CH2:6][CH2:5]2)[N:2]=[N:3][CH:25]=1)[C:26]1[CH:31]=[CH:30][CH:29]=[CH:28][CH:27]=1. Reactants: NC(CC(=O)O)C (3-aminobutyric acid), C(C1=CC=CC=C1)(=O)Cl (benzoyl chloride). The solvent is [OH-].[Na+] (NaOH). Yields the product C(C1=CC=CC=C1)(=O)NC(CC(=O)O)C (N-benzoyl-3-aminobutyric acid), compound 1.16. Reaction SMILES: [NH2:1][CH:2]([CH3:7])[CH2:3][C:4]([OH:6])=[O:5].[C:8](Cl)(=[O:15])[C:9]1[CH:14]=[CH:13][CH:12]=[CH:11][CH:10]=1>[OH-].[Na+]>[C:8]([NH:1][CH:2]([CH3:7])[CH2:3][C:4]([OH:6])=[O:5])(=[O:15])[C:9]1[CH:14]=[CH:13][CH:12]=[CH:11][CH:10]=1 |f:2.3|. Procedure details: To a cooled solution of 3-aminobutyric acid (13 g) in 2M NaOH (130 ml) is added benzoyl chloride (19.7 g) over the course of two hours. The mixture is allowed to warm to room temperature. Washing with diethyl ether, acidifying of the aqueous phase with 20% HCI, extraction with diethyl ether, drying over MgSO4, evaporation of the solvent and recrystallization in ether/hexane gives the title compound m.p. 150°-152° C. (compound 1.16, Table 1). The reactants are [N+](=O)([O-])C=1C(N(C=CC1C)C[C@@H]1CC[C@@H](CC1)OC)=O (cis-3-nitro-1-(4-methoxycyclohexylmethyl)-4-methyl-2-pyridone). The reagents and catalysts are [Pd] (Pd/C). The solvent is C(C)O (ethanol). Conditions: time 22 hour. Product: NC=1C(N(C=CC1C)C[C@@H]1CC[C@@H](CC1)OC)=O (cis-3-amino-1-(4-methoxycyclohexylmethyl)-4-methyl-2-pyridone). Isolated yield 91.2%. RXN SMILES: [N+:1]([C:4]1[C:5](=[O:20])[N:6]([CH2:11][C@H:12]2[CH2:17][CH2:16][C@@H:15]([O:18][CH3:19])[CH2:14][CH2:13]2)[CH:7]=[CH:8][C:9]=1[CH3:10])([O-])=O>C(O)C.[Pd]>[NH2:1][C:4]1[C:5](=[O:20])[N:6]([CH2:11][C@H:12]2[CH2:17][CH2:16][C@@H:15]([O:18][CH3:19])[CH2:14][CH2:13]2)[CH:7]=[CH:8][C:9]=1[CH3:10]. Procedure: A mixture of cis-3-nitro-1-(4-methoxycyclohexylmethyl)-4-methyl-2-pyridone (0.16 g, 0.57 mmol) and 10% Pd/C (0.06 g) in ethanol was hydrogenated at 50 psi in a Parr apparatus for 22 hours. The catalyst was removed by filtration, and the solvent was evaporated to give cis-3-amino-1-(4-methoxycyclohexylmethyl)-4-methyl-2-pyridone (0.13 g, 0.52 mmol, 91%). The reactants are CCO, CC(=O)N(c1cc([N+](=O)[O-])c(F)cc1Cl)S(=O)(=O)CCl, [Ir]. The product is CC(=O)N(c1cc(N)c(F)cc1Cl)S(=O)(=O)CCl. As a reaction SMILES: [CH3:21][CH2:22][OH:23].[Cl:1][c:2]1[c:3]([N:12]([C:13]([CH3:14])=[O:15])[S:16](=[O:17])(=[O:18])[CH2:19][Cl:20])[cH:4][c:5]([N+:9]([O-:10])=[O:11])[c:6]([F:8])[cH:7]1.[Ir:24]>>[Cl:1][c:2]1[c:3]([N:12]([C:13]([CH3:14])=[O:15])[S:16](=[O:17])(=[O:18])[CH2:19][Cl:20])[cH:4][c:5]([NH2:9])[c:6]([F:8])[cH:7]1. The reactants are Fc1cc(Cl)ccc1Br, O=C=O, C1CCOC1, [Li]CCCC, CCOCC, CC(C)NC(C)C, Cl. The product is O=C(O)c1c(Cl)ccc(Br)c1F. Reaction SMILES: [Br:13][c:14]1[c:15]([F:21])[cH:16][c:17]([Cl:20])[cH:18][cH:19]1.[C:22](=[O:23])=[O:24].[CH2:25]1[O:26][CH2:27][CH2:28][CH2:29]1.[CH3:1][CH2:2][CH2:3][CH2:4][Li:5].[CH3:30][CH2:31][O:32][CH2:33][CH3:34].[CH:6]([NH:7][CH:8]([CH3:9])[CH3:10])([CH3:11])[CH3:12].[ClH:35]>>[Br:13][c:14]1[c:15]([F:21])[c:16]([C:22](=[O:23])[OH:24])[c:17]([Cl:20])[cH:18][cH:19]1. The reactants are NC1=C(C(=NC2=CC=CC(=C12)OC[C@H](CC)N)C)C(=O)OCC ((S)-ethyl 4-amino-5-(2-aminobutoxy)-2-methylquinoline-3-carboxylate), OCCOC1=C(C=C(C(=O)O)C=C1)OC (4-(2-hydroxyethoxy)-3-methoxybenzoic acid). Product: NC1=C(C(=NC2=CC=CC(=C12)OC[C@H](CC)NC(C1=CC(=C(C=C1)OCCO)OC)=O)C)C(=O)OCC ((S)-ethyl 4-amino-5-(2-(4-(2-hydroxyethoxy)-3-methoxybenzamido)-butoxy)-2-methylquinoline-3-carboxylate). RXN SMILES: [NH2:1][C:2]1[C:11]2[C:6](=[CH:7][CH:8]=[CH:9][C:10]=2[O:12][CH2:13][C@@H:14]([NH2:17])[CH2:15][CH3:16])[N:5]=[C:4]([CH3:18])[C:3]=1[C:19]([O:21][CH2:22][CH3:23])=[O:20].[OH:24][CH2:25][CH2:26][O:27][C:28]1[CH:36]=[CH:35][C:31]([C:32](O)=[O:33])=[CH:30][C:29]=1[O:37][CH3:38]>>[NH2:1][C:2]1[C:11]2[C:6](=[CH:7][CH:8]=[CH:9][C:10]=2[O:12][CH2:13][C@@H:14]([NH:17][C:32](=[O:33])[C:31]2[CH:35]=[CH:36][C:28]([O:27][CH2:26][CH2:25][OH:24])=[C:29]([O:37][CH3:38])[CH:30]=2)[CH2:15][CH3:16])[N:5]=[C:4]([CH3:18])[C:3]=1[C:19]([O:21][CH2:22][CH3:23])=[O:20]. Procedure: Prepared as in Example 24a from (S)-ethyl 4-amino-5-(2-aminobutoxy)-2-methylquinoline-3-carboxylate (Example 97b) and 4-(2-hydroxyethoxy)-3-methoxybenzoic acid (Uto, Y. et al. Bioorg. Med. Chem. Lett. 2009, 19, 4151.) as brown solid (38%). MS 512 (MH+). Reactants: aminopropyl NH2, C(=O)(OC(C)(C)C)N1CC(CCC1)CNC1=CC=CC=C1 (N-(1-Boc-Piperidin-3-ylmethyl)-aniline), piperidinomethyl polystyrene resin, O1C(=CC=C1)C(=O)Cl (2-furoyl chloride). Solvent: C(Cl)Cl (CH2Cl2). Reaction conditions: time 4 hour. The product is C(=O)(OC(C)(C)C)N1CC(CCC1)CN(C(=O)C=1OC=CC1)C1=CC=CC=C1 (Furan-2-carboxylic Acid N-(1-Boc-Piperidin-3-ylmethyl)-N-phenyl Amide). Isolated yield 92.9%. RXN SMILES: [C:1]([N:8]1[CH2:13][CH2:12][CH2:11][CH:10]([CH2:14][NH:15][C:16]2[CH:21]=[CH:20][CH:19]=[CH:18][CH:17]=2)[CH2:9]1)([O:3][C:4]([CH3:7])([CH3:6])[CH3:5])=[O:2].[O:22]1[CH:26]=[CH:25][CH:24]=[C:23]1[C:27](Cl)=[O:28]>C(Cl)Cl>[C:1]([N:8]1[CH2:13][CH2:12][CH2:11][CH:10]([CH2:14][N:15]([C:16]2[CH:21]=[CH:20][CH:19]=[CH:18][CH:17]=2)[C:27]([C:23]2[O:22][CH:26]=[CH:25][CH:24]=2)=[O:28])[CH2:9]1)([O:3][C:4]([CH3:6])([CH3:7])[CH3:5])=[O:2]. Procedure details: To a stirred suspension of N-(1-Boc-piperidin-3-ylmethyl)-aniline 4 (61.0 mg, 0.21 mmol) and piperidinomethyl polystyrene resin (60 mg) in 0.6 mL of dry CH2Cl2 was added 2-furoyl chloride (95%, 35.1 mg, 1.2 eq.) at room temperature. After being shaken at room temperature for 4 hours, the reaction mixture was passed through an aminopropyl NH2 cartridge and washed with CH2Cl2. Removal of CH2Cl2 afforded furan-2-carboxylic acid N-(1-Boc-piperidin-3-ylmethyl)-N-phenyl amide 13 (75 mg, 93%). LRMS 285...